This data is from the Open Reaction Database (ORD), a public repository of structured organic reaction records. The task is: describe an organic reaction: reactants, conditions, products, and yield The reactants are ClC=1C=C(C=CC1)C=1N(C=C2N(C(N(C(C21)=O)C)=O)C)CC(CN(C)C)O (5-(3-chlorophenyl)-6-(3-(dimethylamino)-2-hydroxypropyl)-1,3-dimethyl-1H-pyrrolo[3,4-d]pyrimidine-2,4(3H,6H)-dione), ClC1=CC=C(O1)C=O (5-chlorofuran-2-carbaldehyde). The product is ClC1=CC=C(O1)[C@@H]1O[C@H](CN2C1=C1C(=C2C2=CC(=CC=C2)Cl)C(N(C(N1C)=O)C)=O)CN(C)C ((8S,10R)-10-(5-chlorofuran-2-yl)-5-(3-chlorophenyl)-8-((dimethylamino)methyl)-1,3-dimethyl-7,8-dihydro-1H-pyrimido[4′,5′:3,4]pyrrolo[2,1-c][1,4]oxazine-2,4(3H,10H)-dione), title compounds. RXN SMILES: [Cl:1][C:2]1[CH:3]=[C:4]([C:8]2[N:9]([CH2:21][CH:22]([OH:27])[CH2:23][N:24]([CH3:26])[CH3:25])[CH:10]=[C:11]3[C:16]=2[C:15](=[O:17])[N:14]([CH3:18])[C:13](=[O:19])[N:12]3[CH3:20])[CH:5]=[CH:6][CH:7]=1.[Cl:28][C:29]1[O:33][C:32]([CH:34]=O)=[CH:31][CH:30]=1>>[Cl:28][C:29]1[O:33][C:32]([C@H:34]2[C:10]3=[C:11]4[N:12]([CH3:20])[C:13](=[O:19])[N:14]([CH3:18])[C:15](=[O:17])[C:16]4=[C:8]([C:4]4[CH:5]=[CH:6][CH:7]=[C:2]([Cl:1])[CH:3]=4)[N:9]3[CH2:21][C@H:22]([CH2:23][N:24]([CH3:26])[CH3:25])[O:27]2)=[CH:31][CH:30]=1. Procedure details: The title compound was prepared from 5-(3-chlorophenyl)-6-(3-(dimethylamino)-2-hydroxypropyl)-1,3-dimethyl-1H-pyrrolo[3,4-d]pyrimidine-2,4(3H,6H)-dione and 5-chlorofuran-2-carbaldehyde analogously to Example 12, step 2. The first eluted diastereomer (by Agilent Prep. System (10-35%, low pH) was isolated and separated by SFC under the following conditions to yield the title compounds as single enantiomers. Reactants: COC(=O)COc1c(Br)cc(Br)c(C(N)=O)c1Br, [Na+], [OH-], O. Product: NC(=O)c1c(Br)cc(Br)c(OCC(=O)O)c1Br. RXN SMILES: [CH3:1][O:2][C:3]([CH2:4][O:5][c:6]1[c:7]([Br:17])[c:8]([C:14]([NH2:15])=[O:16])[c:9]([Br:13])[cH:10][c:11]1[Br:12])=[O:18].[Na+:20].[OH-:19].[OH2:21]>>[O:2]=[C:3]([CH2:4][O:5][c:6]1[c:7]([Br:17])[c:8]([C:14]([NH2:15])=[O:16])[c:9]([Br:13])[cH:10][c:11]1[Br:12])[OH:18]. Starting materials: [C+4], CN(C)C1CN(C2CCN(C(=O)Nc3cc(Oc4ccc(NC(=O)OCc5ccccc5)c(F)c4)ccn3)CC2)C1, C1CCOC1, [OH-], [OH-], [OH-], [OH-], [OH-], [OH-], [Pd+2]. The product is CN(C)C1CN(C2CCN(C(=O)Nc3cc(Oc4ccc(N)c(F)c4)ccn3)CC2)C1. RXN SMILES: [C+4:47].[CH3:1][N:2]([CH:3]1[CH2:4][N:5]([CH:7]2[CH2:8][CH2:9][N:10]([C:13](=[O:14])[NH:15][c:16]3[n:17][cH:18][cH:19][c:20]([O:22][c:23]4[cH:24][c:25]([F:40])[c:26]([NH:29][C:30](=[O:31])[O:32][CH2:33][c:34]5[cH:35][cH:36][cH:37][cH:38][cH:39]5)[cH:27][cH:28]4)[cH:21]3)[CH2:11][CH2:12]2)[CH2:6]1)[CH3:41].[O:42]1[CH2:43][CH2:44][CH2:45][CH2:46]1.[OH-:48].[OH-:50].[OH-:51].[OH-:52].[OH-:53].[OH-:54].[Pd+2:49]>>[CH3:1][N:2]([CH:3]1[CH2:4][N:5]([CH:7]2[CH2:8][CH2:9][N:10]([C:13](=[O:14])[NH:15][c:16]3[n:17][cH:18][cH:19][c:20]([O:22][c:23]4[cH:24][c:25]([F:40])[c:26]([NH2:29])[cH:27][cH:28]4)[cH:21]3)[CH2:11][CH2:12]2)[CH2:6]1)[CH3:41]. The reactants are O=C1CCCCCC1, Cl, O=Cc1ccc(F)cc1, [K+], [OH-], O. Yields the product O=C1CCCCCC1=Cc1ccc(F)cc1. RXN SMILES: [C:12]1(=[O:19])[CH2:13][CH2:14][CH2:15][CH2:16][CH2:17][CH2:18]1.[ClH:20].[F:3][c:4]1[cH:5][cH:6][c:7]([CH:8]=[O:9])[cH:10][cH:11]1.[K+:2].[OH-:1].[OH2:21]>>[F:3][c:4]1[cH:5][cH:6][c:7]([CH:8]=[C:13]2[C:12](=[O:19])[CH2:18][CH2:17][CH2:16][CH2:15][CH2:14]2)[cH:10][cH:11]1. The reactants are BrCCO[Si](C(C)(C)C)(C)C (bromoethoxy dimethyl-t-butyl silane), S(=O)(=O)([O-])[O-] (Sulfate), ice, CC=1C=C2C=CNC2=CC1[N+](=O)[O-] (5-methyl-6-nitroindole), C[Si]([N-][Si](C)(C)C)(C)C.[Li+] (lithium hexamethyldisilazide). Run in CN(C)C=O (DMF), C1(=CC=CC=C1)C (toluene). Run at time 5 minute. Product: C(C)(C)(C)[Si](OCCN1C=CC2=CC(=C(C=C12)[N+](=O)[O-])C)(C)C (1-[2-(tert-butyl-dimethyl-silanyloxy)-ethyl]-5-methyl-6-nitro-1H-indole). As a reaction SMILES: [CH3:1][C:2]1[CH:3]=[C:4]2[C:8](=[CH:9][C:10]=1[N+:11]([O-:13])=[O:12])[NH:7][CH:6]=[CH:5]2.C[Si](C)(C)[N-][Si](C)(C)C.[Li+].Br[CH2:25][CH2:26][O:27][Si:28]([CH3:34])([CH3:33])[C:29]([CH3:32])([CH3:31])[CH3:30].S([O-])([O-])(=O)=O>CN(C=O)C.C1(C)C=CC=CC=1>[C:29]([Si:28]([CH3:34])([CH3:33])[O:27][CH2:26][CH2:25][N:7]1[C:8]2[C:4](=[CH:3][C:2]([CH3:1])=[C:10]([N+:11]([O-:13])=[O:12])[CH:9]=2)[CH:5]=[CH:6]1)([CH3:32])([CH3:31])[CH3:30] |f:1.2|. Procedure details: To an ice cold solution of 352 mg of 5-methyl-6-nitroindole in 10 mL DMF was added drop wise 2.2 ml of 1M toluene solution of lithium hexamethyldisilazide. The solution was stirred for five minutes and 0.5 ml (1.1 equivalents) bromoethoxy dimethyl-t-butyl silane was added. The mixture was stirred at 0° C. for 30 minutes and then stirred for 4 hours at room temperature. Sulfate buffer (pH2) was added and the mixture was extracted with ethyl acetate. The organic layer was dried (Na2SO4), filtered,... Reaction conditions: temperature 77 celsius. Reactants: C([O-])([O-])=O.[K+].[K+] (Potassium carbonate), O (water), Cl.BrC1=CN=C2C(=C(C=NC2=C1)NC(COCC)=O)NCC(C)(C)O (N-{7-bromo-4-[(2-hydroxy-2-methylpropyl)amino][1,5]naphthyridin-3-yl}-2-ethoxyacetamide hydrochloride). Run in C(C)O (ethanol). RXN SMILES: C(=O)([O-])[O-].[K+].[K+].O.Cl.[Br:9][C:10]1[CH:19]=[C:18]2[C:13]([C:14]([NH:27][CH2:28][C:29]([OH:32])([CH3:31])[CH3:30])=[C:15]([NH:20][C:21](=O)[CH2:22][O:23][CH2:24][CH3:25])[CH:16]=[N:17]2)=[N:12][CH:11]=1>C(O)C>[Br:9][C:10]1[CH:11]=[N:12][C:13]2[C:14]3[N:27]([CH2:28][C:29]([CH3:31])([OH:32])[CH3:30])[C:21]([CH2:22][O:23][CH2:24][CH3:25])=[N:20][C:15]=3[CH:16]=[N:17][C:18]=2[CH:19]=1 |f:0.1.2,4.5|. Procedure details: Potassium carbonate (113 g) and deionized water (565 mL) were sequentially added to a solution of N-{7-bromo-4-[(2-hydroxy-2-methylpropyl)amino][1,5]naphthyridin-3-yl}-2-ethoxyacetamide hydrochloride (113 g, 261 mmol) in denatured ethanol (1.695 L), and the resulting mixture was heated at reflux (77° C.) overnight and allowed to cool to room temperature. The ethanol was removed under reduced pressure, and the resulting mixture was filtered to isolate a solid. The solid was washed with deionized ... Isolated yield 90.9%. The product is BrC=1C=NC=2C3=C(C=NC2C1)N=C(N3CC(C)(O)C)COCC (1-[7-bromo-2-(ethoxymethyl)-1H-imidazo[4,5-c][1,5]naphthyridin-1-yl]-2-methylpropan-2-ol). Reactants: BrB(Br)Br, ClC(Cl)Cl, COc1cccc(C2CCCN2CCNC(=O)c2ccc(Cl)cc2)c1. Yields the product O=C(NCCN1CCCC1c1cccc(O)c1)c1ccc(Cl)cc1. Reaction SMILES: [B:26]([Br:27])([Br:28])[Br:29].[CH:30]([Cl:31])([Cl:32])[Cl:33].[Cl:1][c:2]1[cH:3][cH:4][c:5]([C:6](=[O:7])[NH:8][CH2:9][CH2:10][N:11]2[CH:12]([c:16]3[cH:17][c:18]([O:22][CH3:23])[cH:19][cH:20][cH:21]3)[CH2:13][CH2:14][CH2:15]2)[cH:24][cH:25]1>>[Cl:1][c:2]1[cH:3][cH:4][c:5]([C:6](=[O:7])[NH:8][CH2:9][CH2:10][N:11]2[CH:12]([c:16]3[cH:17][c:18]([OH:22])[cH:19][cH:20][cH:21]3)[CH2:13][CH2:14][CH2:15]2)[cH:24][cH:25]1. Starting materials: C1(=CC=CC=C1)CN(C1=NC=2CCCCC2C2=C1N=C(N2CC(C)C)CC(C)C)CC2=CC=CC=C2 (N,N-Bis(phenylmethyl)-6,7,8,9-tetrahydro-1,2-di(2-methylpropyl)-1H-imidazo[4,5-c]quinolin-4-amine). Reagents/catalysts: [OH-].[OH-].[Pd+2] (palladium hydroxide on carbon). Solvent: C(=O)O (formic acid). Product: CC(CN1C(=NC=2C(=NC=3CCCCC3C21)N)CC(C)C)C (6,7,8,9-Tetrahydro-1,2-di(2-methylpropyl)-1H-imidazo[4,5-c]quinolin-4-amine). Isolated yield 65.6%. RXN SMILES: C1(C[N:8](CC2C=CC=CC=2)[C:9]2[C:18]3[N:19]=[C:20]([CH2:26][CH:27]([CH3:29])[CH3:28])[N:21]([CH2:22][CH:23]([CH3:25])[CH3:24])[C:17]=3[C:16]3[CH2:15][CH2:14][CH2:13][CH2:12][C:11]=3[N:10]=2)C=CC=CC=1>[OH-].[OH-].[Pd+2].C(O)=O>[CH3:24][CH:23]([CH3:25])[CH2:22][N:21]1[C:17]2[C:16]3[CH2:15][CH2:14][CH2:13][CH2:12][C:11]=3[N:10]=[C:9]([NH2:8])[C:18]=2[N:19]=[C:20]1[CH2:26][CH:27]([CH3:29])[CH3:28] |f:1.2.3|. Reported procedure: N,N-Bis(phenylmethyl)-6,7,8,9-tetrahydro-1,2-di(2-methylpropyl)-1H-imidazo[4,5-c]quinolin-4-amine (1.61 g, 3.3 mmole), palladium hydroxide on carbon (0.50 g, Pearlman's catalyst) and formic acid (10 mL) were combined and heated at reflux for 20 hours. The reaction mixture was cooled to ambient temperature, filtered through a layer of celite and diluted with water (about 20 mL). The resulting mixture was cooled to 0° C., made basic by the addition of 28% ammonium hydroxide then extracted with met... As a reaction SMILES: [CH3:21][N:22]1[CH2:23][CH2:24][NH:25][CH2:26][CH2:27]1.[CH3:28][N:29]([CH3:30])[P:31](=[O:32])([N:33]([CH3:34])[CH3:35])[N:36]([CH3:37])[CH3:38].[CH3:40][C:41](=[O:42])[OH:43].[F:1][c:2]1[c:3]([Cl:20])[c:4]2[c:13]3[n:8]([cH:9][c:10]([C:16](=[O:17])[OH:18])[c:11](=[O:15])[c:12]3[cH:14]1)[CH:7]([CH3:19])[CH2:6][CH2:5]2.[OH2:39]>>[F:1][c:2]1[c:3]([N:25]2[CH2:24][CH2:23][N:22]([CH3:21])[CH2:27][CH2:26]2)[c:4]2[c:13]3[n:8]([cH:9][c:10]([C:16](=[O:17])[OH:18])[c:11](=[O:15])[c:12]3[cH:14]1)[CH:7]([CH3:19])[CH2:6][CH2:5]2. Yields the product CC1CCc2c(N3CCN(C)CC3)c(F)cc3c(=O)c(C(=O)O)cn1c23. Starting materials: CN1CCNCC1, CN(C)P(=O)(N(C)C)N(C)C, CC(=O)O, CC1CCc2c(Cl)c(F)cc3c(=O)c(C(=O)O)cn1c23, O. RXN SMILES: [CH3:25][NH2:26].[CH3:28][N:29]([CH3:30])[CH:31]=[O:32].[Cl:1][c:2]1[n:3][cH:4][c:5]2[c:11]([n:12]1)-[c:10]1[c:9]([cH:16][c:15]([Cl:17])[cH:14][cH:13]1)[C:8]([c:18]1[c:19]([F:24])[cH:20][cH:21][cH:22][cH:23]1)=[N:7][CH2:6]2.[OH2:27]>>[c:2]1([NH:26][CH3:25])[n:3][cH:4][c:5]2[c:11]([n:12]1)-[c:10]1[c:9]([cH:16][c:15]([Cl:17])[cH:14][cH:13]1)[C:8]([c:18]1[c:19]([F:24])[cH:20][cH:21][cH:22][cH:23]1)=[N:7][CH2:6]2. Reactants: CN, CN(C)C=O, Fc1ccccc1C1=NCc2cnc(Cl)nc2-c2ccc(Cl)cc21, O. Yields the product CNc1ncc2c(n1)-c1ccc(Cl)cc1C(c1ccccc1F)=NC2.